From a dataset of the Open Reaction Database (ORD), a public repository of structured organic reaction records. describe an organic reaction: reactants, conditions, products, and yield The reactants are COC1=C(CBr)C=C(C=C1)OC (2,5-dimethoxybenzyl bromide), C1(=CC=CC=C1)P(C1=CC=CC=C1)C1=CC=CC=C1 (triphenylphosphine). The solvent is C(C)#N (acetonitrile). Product: [Br-].COC1=C(C[P+](C2=CC=CC=C2)(C2=CC=CC=C2)C2=CC=CC=C2)C=C(C=C1)OC (2,5-dimethoxybenzyl triphenylphosphonium bromide). RXN SMILES: [CH3:1][O:2][C:3]1[CH:10]=[CH:9][C:8]([O:11][CH3:12])=[CH:7][C:4]=1[CH2:5][Br:6].[C:13]1([P:19]([C:26]2[CH:31]=[CH:30][CH:29]=[CH:28][CH:27]=2)[C:20]2[CH:25]=[CH:24][CH:23]=[CH:22][CH:21]=2)[CH:18]=[CH:17][CH:16]=[CH:15][CH:14]=1>C(#N)C>[Br-:6].[CH3:1][O:2][C:3]1[CH:10]=[CH:9][C:8]([O:11][CH3:12])=[CH:7][C:4]=1[CH2:5][P+:19]([C:20]1[CH:21]=[CH:22][CH:23]=[CH:24][CH:25]=1)([C:26]1[CH:31]=[CH:30][CH:29]=[CH:28][CH:27]=1)[C:13]1[CH:14]=[CH:15][CH:16]=[CH:17][CH:18]=1 |f:3.4|. Reported procedure: The 2,5-dimethoxybenzyl triphenylphosphonium bromide is prepared by refluxing a mixture of 2,5-dimethoxybenzyl bromide (12 g.) and triphenylphosphine (14.2.) in acetonitrile (200 ml.) for one hour and isolating the product by standard methods. Reactants: OC1=CC=NN1C1=NC=CC(=C1)C#N (2-(5-hydroxy-1H-pyrazol-1-yl)pyridine-4-carbonitrile), ClC1=CC(=C(C=C1)CO)CC ((4-chloro-2-ethylphenyl)methanol). Yields the product ClC1=CC(=C(C=C1)COC1=CC=NN1C1=NC=CC(=C1)C#N)CC (2-[5-[(4-chloro-2-ethylphenyl)methoxy]pyrazol-1-yl]pyridine-4-carbonitrile). RXN SMILES: [OH:1][C:2]1[N:6]([C:7]2[CH:12]=[C:11]([C:13]#[N:14])[CH:10]=[CH:9][N:8]=2)[N:5]=[CH:4][CH:3]=1.[Cl:15][C:16]1[CH:21]=[CH:20][C:19]([CH2:22]O)=[C:18]([CH2:24][CH3:25])[CH:17]=1>>[Cl:15][C:16]1[CH:21]=[CH:20][C:19]([CH2:22][O:1][C:2]2[N:6]([C:7]3[CH:12]=[C:11]([C:13]#[N:14])[CH:10]=[CH:9][N:8]=3)[N:5]=[CH:4][CH:3]=2)=[C:18]([CH2:24][CH3:25])[CH:17]=1. Reported procedure: The title compound was prepared from 2-(5-hydroxy-1H-pyrazol-1-yl)pyridine-4-carbonitrile and (4-chloro-2-ethylphenyl)methanol according to the procedure for the preparation of Example 39, part C. 1H NMR (400 MHz, CDCl3): δ 1.23 (3H, t, J=7.6 Hz), 2.70 (2H, q, J=7.6 Hz), 5.20 (2H, s), 5.78 (1H, d, J=2.0 Hz), 7.20 (1H, dd, J=2.4 Hz, 8.4 Hz), 7.25 (1H, d, J=1.6 Hz), 7.36 (1H, d, J=8.4 Hz), 7.39 (1H, dd, J=1.6 Hz, 5.2 Hz), 7.59 (1H, d, J=2.0 Hz), 7.99 (1H, s), 8.67 (1H, d, J=4.8 Hz). [M+H] Calc'd f... The solvent is C1CCOC1 (THF), [Pd] (Pd/C). Yields the product COC=1C=C2C=CC(=CC2=CC1)C=1C=C(C=CC1)N (3-(6-Methoxynaphthalene-2-yl)-phenylamine). Reactants: COC1=CC2=CC=C(C=C2C=C1)C1=CC(=CC=C1)[N+](=O)[O-] (2-methoxy-6-(3-nitrophenyl)naphthalene). Isolated yield 20.0%. Procedure details: To a solution of 2-methoxy-6-(3-nitrophenyl)naphthalene (200 mg, 0.71 mmol, 1 eq) in 100 ml of dry THF, Pd/C is added, and the mixture is stirred over night at RT under a hydrogen atmosphere. After filtration over Celite and purification by means of preparative thin-layer chromatograph, the product is obtained in a yield of 20% (36 mg). Reaction SMILES: [CH3:1][O:2][C:3]1[CH:12]=[CH:11][C:10]2[C:5](=[CH:6][CH:7]=[C:8]([C:13]3[CH:18]=[CH:17][CH:16]=[C:15]([N+:19]([O-])=O)[CH:14]=3)[CH:9]=2)[CH:4]=1>C1COCC1.[Pd]>[CH3:1][O:2][C:3]1[CH:4]=[C:5]2[C:10](=[CH:11][CH:12]=1)[CH:9]=[C:8]([C:13]1[CH:14]=[C:15]([NH2:19])[CH:16]=[CH:17][CH:18]=1)[CH:7]=[CH:6]2. Reactants: ClC=1C=CC(=NC1)NC(=O)C1=C(C=CC(=C1)Cl)NC(=O)C1=CC=C(C=C1)S(=O)(=NC(=O)C1CCNCC1)C (S-[4-(N-{2-[N-(5-chloro(2-pyridyl))carbamoyl]-4-chlorophenyl}carbamoyl)phenyl]-S-methyl-N-(4-piperidinylcarbonyl)sulfoximide), C(C)(=O)Cl (acetyl chloride). Product: ClC=1C=CC(=NC1)NC(=O)C1=C(C=CC(=C1)Cl)NC(=O)C1=CC=C(C=C1)S(=O)(=NC(=O)C1CCN(CC1)C(C)=O)C (S-[4-(N-{2-[N-(5-chloro(2-pyridyl))carbamoyl]-4-chlorophenyl}carbamoyl)phenyl]-S-methyl-N-(1-acetyl-piperidine-4-carbonyl)sulfoximide). Isolated yield 87.0%. As a reaction SMILES: [Cl:1][C:2]1[CH:3]=[CH:4][C:5]([NH:8][C:9]([C:11]2[CH:16]=[C:15]([Cl:17])[CH:14]=[CH:13][C:12]=2[NH:18][C:19]([C:21]2[CH:26]=[CH:25][C:24]([S:27]([CH3:38])(=[N:29][C:30]([CH:32]3[CH2:37][CH2:36][NH:35][CH2:34][CH2:33]3)=[O:31])=[O:28])=[CH:23][CH:22]=2)=[O:20])=[O:10])=[N:6][CH:7]=1.[C:39](Cl)(=[O:41])[CH3:40]>>[Cl:1][C:2]1[CH:3]=[CH:4][C:5]([NH:8][C:9]([C:11]2[CH:16]=[C:15]([Cl:17])[CH:14]=[CH:13][C:12]=2[NH:18][C:19]([C:21]2[CH:22]=[CH:23][C:24]([S:27]([CH3:38])(=[N:29][C:30]([CH:32]3[CH2:37][CH2:36][N:35]([C:39](=[O:41])[CH3:40])[CH2:34][CH2:33]3)=[O:31])=[O:28])=[CH:25][CH:26]=2)=[O:20])=[O:10])=[N:6][CH:7]=1. Procedure details: Product of Example 25 was acetylated using standard N-acetylating procedure with acetyl chloride to give titled compound in 87% yield. As a reaction SMILES: [CH2:15]([Li:16])[CH2:17][CH2:18][CH3:19].[CH2:20]([c:21]1[cH:22][cH:23][cH:24][cH:25][cH:26]1)[N:27]1[C:28](=[O:43])[C:29]([OH:36])([CH2:37][C:38](=[O:39])[O:40][CH2:41][CH3:42])[c:30]2[cH:31][cH:32][cH:33][cH:34][c:35]21.[CH3:1][c:2]1[cH:3][cH:4][c:5]([NH2:6])[cH:7][cH:8]1.[CH3:9][CH2:10][CH2:11][CH2:12][CH2:13][CH3:14].[O:44]1[CH2:45][CH2:46][CH2:47][CH2:48]1.[OH2:49]>>[CH3:1][c:2]1[cH:3][cH:4][c:5]([NH:6][C:38]([CH2:37][C:29]2([OH:36])[C:28](=[O:43])[N:27]([CH2:20][c:21]3[cH:22][cH:23][cH:24][cH:25][cH:26]3)[c:35]3[c:30]2[cH:31][cH:32][cH:33][cH:34]3)=[O:39])[cH:7][cH:8]1. The product is Cc1ccc(NC(=O)CC2(O)C(=O)N(Cc3ccccc3)c3ccccc32)cc1. Reactants: [Li]CCCC, CCOC(=O)CC1(O)C(=O)N(Cc2ccccc2)c2ccccc21, Cc1ccc(N)cc1, CCCCCC, C1CCOC1, O. Starting materials: Cl.Cl.Cl.NC(=NC(C1=CC(=C(C=C1)N1CCC(CC1)N)S(=O)(=O)C)=O)N (N-diaminomethylene-3-methylsulphonyl-4-(4-aminopiperidino)benzamide trihydrochloride), [OH-].[Na+] (NaOH). Run in O (water). Product: NC(=NC(C1=CC(=C(C=C1)N1CCC(CC1)N)S(=O)(=O)C)=O)N (N-Diaminomethylene-3-methylsulphonyl-4-(4-aminopiperidino)benzamide). Reaction SMILES: Cl.Cl.Cl.[NH2:4][C:5]([NH2:26])=[N:6][C:7](=[O:25])[C:8]1[CH:13]=[CH:12][C:11]([N:14]2[CH2:19][CH2:18][CH:17]([NH2:20])[CH2:16][CH2:15]2)=[C:10]([S:21]([CH3:24])(=[O:23])=[O:22])[CH:9]=1.[OH-].[Na+]>O>[NH2:26][C:5]([NH2:4])=[N:6][C:7](=[O:25])[C:8]1[CH:13]=[CH:12][C:11]([N:14]2[CH2:19][CH2:18][CH:17]([NH2:20])[CH2:16][CH2:15]2)=[C:10]([S:21]([CH3:24])(=[O:22])=[O:23])[CH:9]=1 |f:0.1.2.3,4.5|. Reported procedure: 3.9 g of N-diaminomethylene-3-methylsulphonyl-4-(4-aminopiperidino)benzamide trihydrochloride (m.p. 232°-240°) are dissolved in 50 ml of water, and this solution is adjusted to pH 12 using 1N NaOH and stirred. The precipitate which forms is filtered off with suction, washed with 5 ml of water and dried at 50°. N-Diaminomethylene-3-methylsulphonyl-4-(4-aminopiperidino)benzamide is obtained, m.p. 239°-241°. Starting materials: BrC1=CC=C(C=C1)C(CC(=O)C=1C=NC(=CC1)OC)C1=C(C=C(C=C1)Cl)F (3-(4-bromo-phenyl)-3-(4-chloro-2-fluoro-phenyl)-1-(6-methoxy-pyridin-3-yl)-propan-1-one), Cl (HCl). Solvent: O1CCOCC1 (1,4-dioxane). Product: BrC1=CC=C(C=C1)C(CC(=O)C=1C=CC(NC1)=O)C1=C(C=C(C=C1)Cl)F (5-[3-(4-Bromo-phenyl)-3-(4-chloro-2-fluoro-phenyl)-propionyl]-1H-pyridin-2-one). RXN SMILES: [Br:1][C:2]1[CH:7]=[CH:6][C:5]([CH:8]([C:20]2[CH:25]=[CH:24][C:23]([Cl:26])=[CH:22][C:21]=2[F:27])[CH2:9][C:10]([C:12]2[CH:13]=[N:14][C:15]([O:18]C)=[CH:16][CH:17]=2)=[O:11])=[CH:4][CH:3]=1.Cl>O1CCOCC1>[Br:1][C:2]1[CH:3]=[CH:4][C:5]([CH:8]([C:20]2[CH:25]=[CH:24][C:23]([Cl:26])=[CH:22][C:21]=2[F:27])[CH2:9][C:10]([C:12]2[CH:17]=[CH:16][C:15](=[O:18])[NH:14][CH:13]=2)=[O:11])=[CH:6][CH:7]=1. Reported procedure: In analogy to example 162, step 2, 3-(4-bromo-phenyl)-3-(4-chloro-2-fluoro-phenyl)-1-(6-methoxy-pyridin-3-yl)-propan-1-one was reacted with concentrated aqueous HCl in 1,4-dioxane to give the title compound as an off-white powder, MS (ESI+): m/z=435.8 [M+H]+. Reactants: ClC=1C=C(C=CC1F)NC1=NC=NC2=CC(=C(C=C12)NC(C=CCN1CCNCC1)=O)OCC1CC1 (4-[(3-chloro-4-fluoro-phenyl)amino]-6-{[4-(piperazin-1-yl)-1-oxo-2-buten-1-yl]amino}-7-cyclopropylmethoxy-quinazoline), C(C=C)(=O)OCC (ethyl acrylate). The solvent is C(C)O (ethanol). Yields the product ClC=1C=C(C=CC1F)NC1=NC=NC2=CC(=C(C=C12)NC(C=CCN1CCN(CC1)CCC(=O)OCC)=O)OCC1CC1 (4-[(3-Chloro-4-fluoro-phenyl)amino]-6-[(4-{4-[2-(ethoxycarbonyl)-ethyl]-piperazin-1-yl}-1-oxo-2-buten-1-yl)amino]-7-cyclopropylmethoxy-quinazoline). RXN SMILES: [Cl:1][C:2]1[CH:3]=[C:4]([NH:9][C:10]2[C:19]3[C:14](=[CH:15][C:16]([O:32][CH2:33][CH:34]4[CH2:36][CH2:35]4)=[C:17]([NH:20][C:21](=[O:31])[CH:22]=[CH:23][CH2:24][N:25]4[CH2:30][CH2:29][NH:28][CH2:27][CH2:26]4)[CH:18]=3)[N:13]=[CH:12][N:11]=2)[CH:5]=[CH:6][C:7]=1[F:8].[C:37]([O:41][CH2:42][CH3:43])(=[O:40])[CH:38]=[CH2:39]>C(O)C>[Cl:1][C:2]1[CH:3]=[C:4]([NH:9][C:10]2[C:19]3[C:14](=[CH:15][C:16]([O:32][CH2:33][CH:34]4[CH2:35][CH2:36]4)=[C:17]([NH:20][C:21](=[O:31])[CH:22]=[CH:23][CH2:24][N:25]4[CH2:30][CH2:29][N:28]([CH2:39][CH2:38][C:37]([O:41][CH2:42][CH3:43])=[O:40])[CH2:27][CH2:26]4)[CH:18]=3)[N:13]=[CH:12][N:11]=2)[CH:5]=[CH:6][C:7]=1[F:8]. Procedure: A mixture of 200 mg of 4-[(3-chloro-4-fluoro-phenyl)amino]-6-{[4-(piperazin-1-yl)-1-oxo-2-buten-1-yl]amino}-7-cyclopropylmethoxy-quinazoline and 0.11 ml of ethyl acrylate in 2 ml of ethanol is heated under reflux for one hour. The solvent is evaporated in vacuo and the crude product is purified by column chromatography on silica gel with methylene chloride/methanol (95:5 to 90:10) followed by recrystallization from diethyl ether. Yield: 164 mg (69% of theory), Melting point: 183-185° C. Mass spe... The reactants are C1(=CC=CC=C1)C1=CC(=NN1)C(=O)NC1=CC=C(C=C1)[C@H]1CN(CCO1)C(=O)OC(C)(C)C ((S)-tert-butyl 2-(4-(5-phenyl-1H-pyrazole-3-carboxamido)phenyl)morpholine-4-carboxylate), Cl (HCl). Solvent: O1CCOCC1 (dioxane), O1CCOCC1 (dioxane), O1CCOCC1 (dioxane). Conditions: temperature 60 celsius, time 2 hour. Yields the product Cl.N1C[C@@H](OCC1)C1=CC=C(C=C1)NC(=O)C1=NNC(=C1)C1=CC=CC=C1 ((S)—N-(4-(morpholin-2-yl)phenyl)-5-phenyl-1H-pyrazole-3-carboxamide hydrochloride). Yield: 79.9%. As a reaction SMILES: [C:1]1([C:7]2[NH:11][N:10]=[C:9]([C:12]([NH:14][C:15]3[CH:20]=[CH:19][C:18]([C@@H:21]4[O:26][CH2:25][CH2:24][N:23](C(OC(C)(C)C)=O)[CH2:22]4)=[CH:17][CH:16]=3)=[O:13])[CH:8]=2)[CH:6]=[CH:5][CH:4]=[CH:3][CH:2]=1.[ClH:34]>O1CCOCC1>[ClH:34].[NH:23]1[CH2:24][CH2:25][O:26][C@@H:21]([C:18]2[CH:17]=[CH:16][C:15]([NH:14][C:12]([C:9]3[CH:8]=[C:7]([C:1]4[CH:2]=[CH:3][CH:4]=[CH:5][CH:6]=4)[NH:11][N:10]=3)=[O:13])=[CH:20][CH:19]=2)[CH2:22]1 |f:3.4|. Procedure details: To a solution of (S)-tert-butyl 2-(4-(5-phenyl-1H-pyrazole-3-carboxamido)phenyl)morpholine-4-carboxylate (120 mg, 268 μmol, Eq: 1.00) in dioxane (0.5 ml) was added 4M-HCl in dioxane (1.00 ml, 4.01 mmol, Eq: 15). The reaction mixture was stirred at 60° C. for 2 h. To the mixture was then added 10 ml of dioxane and the suspension was filtered off, washed with ether and dried under in high vacuum to give the target compound as a white solid (82.3 mg, 79.9%). MS (ISP): 349.2 ([M+H]+). RXN SMILES: [C:1]([CH3:2])([CH3:3])([CH3:4])[O:5][C:6](=[O:7])[N:8]1[C:9](=[O:25])[c:10]2[c:11]([n:14]([CH3:24])[c:15](-[c:17]3[n:18][c:19]([NH2:23])[n:20][cH:21][cH:22]3)[cH:16]2)[CH2:12][CH2:13]1.[CH3:26][c:27]1[cH:28][c:29]([C:32](=[O:33])[Cl:34])[s:30][cH:31]1.[CH3:41][N:42]([c:43]1[cH:44][cH:45][n:46][cH:47][cH:48]1)[CH3:49].[cH:35]1[cH:36][cH:37][n:38][cH:39][cH:40]1>>[C:1]([CH3:2])([CH3:3])([CH3:4])[O:5][C:6](=[O:7])[N:8]1[C:9](=[O:25])[c:10]2[c:11]([n:14]([CH3:24])[c:15](-[c:17]3[n:18][c:19]([NH:23][C:32]([c:29]4[cH:28][c:27]([CH3:26])[cH:31][s:30]4)=[O:33])[n:20][cH:21][cH:22]3)[cH:16]2)[CH2:12][CH2:13]1. Yields the product Cc1csc(C(=O)Nc2nccc(-c3cc4c(n3C)CCN(C(=O)OC(C)(C)C)C4=O)n2)c1. Reactants: Cn1c(-c2ccnc(N)n2)cc2c1CCN(C(=O)OC(C)(C)C)C2=O, Cc1csc(C(=O)Cl)c1, CN(C)c1ccncc1, c1ccncc1.